Dataset: the Open Reaction Database (ORD), a public repository of structured organic reaction records. Task: describe an organic reaction: reactants, conditions, products, and yield Reactants: BrC=1C=C(NC2=NC=NC3=CC(=C(C=C23)N)N)C=CC1 (4-(3-bromoanilino)-6,7-diaminoquinazoline), O1C(C(OCC1)O)O (1,4-dioxane-2,3-diol). Run in CO (MeOH). Conditions: time 8 hour. Yields the product BrC=1C=C(NC2=NC=NC3=CC4=C(C=C23)N=CC=N4)C=CC1 (4-(3-bromoanilino)pyrazino[2,3-g]quinazoline). Isolated yield 84.1%. As a reaction SMILES: [Br:1][C:2]1[CH:3]=[C:4]([CH:18]=[CH:19][CH:20]=1)[NH:5][C:6]1[C:15]2[C:10](=[CH:11][C:12]([NH2:17])=[C:13]([NH2:16])[CH:14]=2)[N:9]=[CH:8][N:7]=1.O1CCO[CH:23](O)[CH:22]1O>CO>[Br:1][C:2]1[CH:3]=[C:4]([CH:18]=[CH:19][CH:20]=1)[NH:5][C:6]1[C:15]2[C:10](=[CH:11][C:12]3[N:17]=[CH:23][CH:22]=[N:16][C:13]=3[CH:14]=2)[N:9]=[CH:8][N:7]=1. Procedure details: A mixture of 4-(3-bromoanilino)-6,7-diaminoquinazoline (90 mg, 0.27 mmol) and 1,4-dioxane-2,3-diol (0.2 g, 1.6 mmol) [Venuti, M. C.; Synthesis, 1982, 61-63] in MeOH (20 mL) is stirred at room temperature overnight to give a precipitate of 4-(3-bromoanilino)pyrazino[2,3-g]quinazoline (80 mg, 83%).